From a dataset of the Open Reaction Database (ORD), a public repository of structured organic reaction records. describe an organic reaction: reactants, conditions, products, and yield Reaction SMILES: [C:35]([O:36][O:37][C:38](=[O:39])[c:40]1[cH:41][cH:42][cH:43][cH:44][cH:45]1)(=[O:46])[c:47]1[cH:48][cH:49][cH:50][cH:51][cH:52]1.[CH3:1][c:2]1[cH:3][cH:4][c:5]([C:6](=[O:7])[P:8]([O:9][C:10]([CH3:11])([CH3:12])[CH3:13])([O:14][C:15]([CH3:16])([CH3:17])[CH3:18])=[O:19])[cH:20][cH:21]1.[CH3:58][CH2:59][CH2:60][CH2:61][CH2:62][CH3:63].[CH3:64][CH2:65][O:66][C:67]([CH3:68])=[O:69].[Cl:53][C:54]([Cl:55])([Cl:56])[Cl:57].[Na+:34].[O-:30][C:31]([OH:32])=[O:33].[O:22]=[C:23]1[N:24]([Br:29])[C:25](=[O:26])[CH2:27][CH2:28]1>>[CH2:1]([c:2]1[cH:3][cH:4][c:5]([C:6](=[O:7])[P:8]([O:9][C:10]([CH3:11])([CH3:12])[CH3:13])([O:14][C:15]([CH3:16])([CH3:17])[CH3:18])=[O:19])[cH:20][cH:21]1)[Br:29]. The product is CC(C)(C)OP(=O)(OC(C)(C)C)C(=O)c1ccc(CBr)cc1. The reactants are O=C(OOC(=O)c1ccccc1)c1ccccc1, Cc1ccc(C(=O)P(=O)(OC(C)(C)C)OC(C)(C)C)cc1, CCCCCC, CCOC(C)=O, ClC(Cl)(Cl)Cl, [Na+], O=C([O-])O, O=C1CCC(=O)N1Br. Starting materials: COC1=CC=C2C(=N1)N=C(N2)SCC2=NC=C(C(=C2C)OC)C (5-methoxy-2-[[(4-methoxy-3,5-dimethyl-2-pyridinyl)-methyl]thio]imidazo[4,5-b]pyridine), [O-]O.C1(=CC=CC=C1)C(C)C (cumene hydroperoxide). Solvent: CN(C)C=O (DMF). Reaction conditions: temperature 20 celsius. Product: CC1=CN=C(C(=C1OC)C)C[S@](=O)C2=NC3=C(N2)C=CC(=N3)OC ((S)-Tenatoprazole). RXN SMILES: [CH3:1][O:2][C:3]1[N:8]=[C:7]2[N:9]=[C:10]([S:12][CH2:13][C:14]3[C:19]([CH3:20])=[C:18]([O:21][CH3:22])[C:17]([CH3:23])=[CH:16][N:15]=3)[NH:11][C:6]2=[CH:5][CH:4]=1.[O-:24]O.C1(C(C)C)C=CC=CC=1>CN(C=O)C>[CH3:23][C:17]1[C:18]([O:21][CH3:22])=[C:19]([CH3:20])[C:14]([CH2:13][S@@:12]([C:10]2[NH:11][C:6]3[CH:5]=[CH:4][C:3]([O:2][CH3:1])=[N:8][C:7]=3[N:9]=2)=[O:24])=[N:15][CH:16]=1 |f:1.2|. Procedure: A solution in DMF (6 volumes) of 5-methoxy-2-[[(4-methoxy-3,5-dimethyl-2-pyridinyl)-methyl]thio]imidazo[4,5-b]pyridine (100 mg, 0.303 mmol) is added under stirring at 20° C., immediately followed by cumene hydroperoxide (80%, 65 μL, 0.352 mmol) Reactants: C(C)(=O)OC1=C2CCC(NC2=C(C=C1)OC)=O (5-acetoxy-3,4-dihydro-8-methoxy-2(1H)-quinolinone), Cl (hydrochloric acid), CNC (dimethylamine), C=O (formalin). Solvent: C(C)O (ethanol), C(C)O (ethanol). Product: Cl.CN(C)CC=1C(=C2CCC(NC2=C(C1)OC)=O)O (6-(dimethylaminomethyl)-3,4-dihydro-5-hydroxy-8-methoxy-2(1H)-quinolinone hydrochloride). As a reaction SMILES: C([O:4][C:5]1[CH:14]=[CH:13][C:12]([O:15][CH3:16])=[C:11]2[C:6]=1[CH2:7][CH2:8][C:9](=[O:17])[NH:10]2)(=O)C.[CH3:18][NH:19][CH3:20].[CH2:21]=O.[ClH:23]>C(O)C>[ClH:23].[CH3:18][N:19]([CH2:21][C:14]1[C:5]([OH:4])=[C:6]2[C:11](=[C:12]([O:15][CH3:16])[CH:13]=1)[NH:10][C:9](=[O:17])[CH2:8][CH2:7]2)[CH3:20] |f:5.6|. Reported procedure: 1.5 Grams of 5-acetoxy-3,4-dihydro-8-methoxy-2(1H)-quinolinone was suspended in 10 ml of ethanol, to this suspension were added 4 ml of 50%-dimethylamine aqueous solution and 2 ml of 37%-formalin, this mixture was refluxed by heating for 10 hours. The reaction mixture was concentrated to dryness under reduced pressure, the residue was purified by a silica gel flash column chromatography (eluent: methylene chloride: methanol=20:1→10:1). The oily product thus obtained was dissolved in ethanol, thi... Reactants: OCCN(C1=CC=C(C=C1)C=1NC2=C(N1)C=CC(=C2)C(=O)O)CCO (2-(4-di(2-hydroxyethyl)aminophenyl)benzimidazole-5-carboxylic acid), C1(=CC=C(C=C1)N)N (1,4-phenylenediamine). The product is C1(=CC=C(C=C1)NC(=O)C1=CC2=C(NC(=N2)C2=CC=C(C=C2)N(CCO)CCO)C=C1)NC(=O)C1=CC2=C(NC(=N2)C2=CC=C(C=C2)N(CCO)CCO)C=C1 (N,N′-(1,4-phenylene)bis(2-(4-(bis(2-hydroxyethyl)amino)phenyl)-1H-benzo[d]imidazole-5-carboxamide)). As a reaction SMILES: [OH:1][CH2:2][CH2:3][N:4]([CH2:23][CH2:24][OH:25])[C:5]1[CH:10]=[CH:9][C:8]([C:11]2[NH:12][C:13]3[CH:19]=[C:18]([C:20]([OH:22])=O)[CH:17]=[CH:16][C:14]=3[N:15]=2)=[CH:7][CH:6]=1.[C:26]1([NH2:33])[CH:31]=[CH:30][C:29]([NH2:32])=[CH:28][CH:27]=1>>[C:26]1([NH:33][C:20]([C:18]2[CH:17]=[CH:16][C:14]3[NH:15][C:11]([C:8]4[CH:7]=[CH:6][C:5]([N:4]([CH2:3][CH2:2][OH:1])[CH2:23][CH2:24][OH:25])=[CH:10][CH:9]=4)=[N:12][C:13]=3[CH:19]=2)=[O:22])[CH:31]=[CH:30][C:29]([NH:32][C:20]([C:18]2[CH:17]=[CH:16][C:14]3[NH:15][C:11]([C:8]4[CH:7]=[CH:6][C:5]([N:4]([CH2:3][CH2:2][OH:1])[CH2:23][CH2:24][OH:25])=[CH:10][CH:9]=4)=[N:12][C:13]=3[CH:19]=2)=[O:22])=[CH:28][CH:27]=1. Procedure details: Compound 282 was prepared according to the procedure similar to that described in Scheme V from 2-(4-di(2-hydroxyethyl)aminophenyl)benzimidazole-5-carboxylic acid and 1,4-phenylenediamine. [M+H]+ calcd for C42H42N8O6: 755.32; found: 755.16. The reactants are ClC1=C(C=C(C=C1)CCC#N)CO (3-[4-chloro-3-(hydroxymethyl)phenyl]propanenitrile), CC(=O)OI1(C=2C=CC=CC2C(=O)O1)(OC(=O)C)OC(=O)C (Dess-Martin periodinane). Solvent: C(Cl)Cl (CH2Cl2). Reaction conditions: time 2 hour. Product: ClC1=C(C=C(C=C1)CCC#N)C=O (3-(4-Chloro-3-formylphenyl)propanenitrile). As a reaction SMILES: [Cl:1][C:2]1[CH:7]=[CH:6][C:5]([CH2:8][CH2:9][C:10]#[N:11])=[CH:4][C:3]=1[CH2:12][OH:13].CC(OI1(OC(C)=O)(OC(C)=O)OC(=O)C2C=CC=CC1=2)=O>C(Cl)Cl>[Cl:1][C:2]1[CH:7]=[CH:6][C:5]([CH2:8][CH2:9][C:10]#[N:11])=[CH:4][C:3]=1[CH:12]=[O:13]. Procedure details: To a solution of 3-[4-chloro-3-(hydroxymethyl)phenyl]propanenitrile from the previous step (1 eq.) in CH2Cl2 (0.1 M) was added Dess-Martin periodinane (1.1 eq.) portionwise. The resulting suspension was stirred at RT for 2 h. The reaction was quenched with MeOH and H2O. The organic layer was separated and the aqueous layer was back-extracted with EtOAc. The combined organic extracts were washed sat. aq. NaHCO3 and brine, dried over Na2SO4 and filtered. Concentration of the filtrate in vacuo affo...